describe an organic reaction: reactants, conditions, products, and yield From a dataset of the Open Reaction Database (ORD), a public repository of structured organic reaction records. Starting materials: C1(=CC=CC=C1)O (phenol), [H-].[Na+] (NaH), C(C(=O)OCCCl)(=O)OCCCl (bis(2-chloroethyl) oxalate), FC(=C(F)F)F (tetrafluoroethylene). Run in COCCOCCOC (diglyme), CCOCC (ether), O (water), CCOCC (ether), COCCOCCOC (diglyme). Reaction conditions: time 8 hour. The product is C1COC(O1)C2OCCO2 (2,2'-bi). Isolated yield 161.8%. Reaction SMILES: [H-].[Na+].C1(O)C=CC=CC=1.[C:10]([O:18][CH2:19][CH2:20]Cl)(=[O:17])[C:11]([O:13][CH2:14][CH2:15]Cl)=[O:12].FC(F)=C(F)F>COCCOCCOC.CCOCC.O>[CH2:14]1[O:13][CH:11]([CH:10]2[O:18][CH2:19][CH2:20][O:17]2)[O:12][CH2:15]1 |f:0.1|. Procedure details: A suspension of 24.0 g (0.50 mol) of 50% NaH in mineral oil in 100 mL of diglyme was treated with a solution of 47.0 g (0.50 mol) of phenol in 50 mL of diglyme. The resulting mixture was stirred overnight, and then charged into a 400 mL metal tube along with 53.8 g (0.25 mol) of bis(2-chloroethyl) oxalate and 50 g (0.50 mol) of tetrafluoroethylene. The resulting reaction mixture was agitated for 12 hr, and then shaken with 1 L of cold water, after which layers formed. The lower layer, which was ... Reactants: CCO, CCOC(=O)c1cnn(-c2c(Cl)cc(Cl)cc2Cl)c1C, [Na+], [OH-], O. Product: Cc1c(C(=O)O)cnn1-c1c(Cl)cc(Cl)cc1Cl. Reaction SMILES: [CH3:23][CH2:24][OH:25].[Cl:1][c:2]1[c:3](-[n:10]2[n:11][cH:12][c:13]([C:16](=[O:17])[O:18][CH2:19][CH3:20])[c:14]2[CH3:15])[c:4]([Cl:9])[cH:5][c:6]([Cl:8])[cH:7]1.[Na+:22].[OH-:21].[OH2:26]>>[Cl:1][c:2]1[c:3](-[n:10]2[n:11][cH:12][c:13]([C:16](=[O:17])[OH:18])[c:14]2[CH3:15])[c:4]([Cl:9])[cH:5][c:6]([Cl:8])[cH:7]1. Starting materials: O=C(CN1CC(NC(=O)c2ccc(Cl)s2)CC1C(=O)O)Nc1ccc(-n2ccccc2=O)cc1F, NCCO. Yields the product O=C(CN1CC(NC(=O)c2ccc(Cl)s2)CC1C(=O)NCCO)Nc1ccc(-n2ccccc2=O)cc1F. Reaction SMILES: [Cl:1][c:2]1[cH:3][cH:4][c:5]([C:7](=[O:8])[NH:9][CH:10]2[CH2:11][CH:12]([C:33](=[O:34])[OH:35])[N:13]([CH2:15][C:16]([NH:17][c:18]3[c:19]([F:31])[cH:20][c:21](-[n:24]4[c:25](=[O:30])[cH:26][cH:27][cH:28][cH:29]4)[cH:22][cH:23]3)=[O:32])[CH2:14]2)[s:6]1.[NH2:36][CH2:37][CH2:38][OH:39]>>[Cl:1][c:2]1[cH:3][cH:4][c:5]([C:7](=[O:8])[NH:9][CH:10]2[CH2:11][CH:12]([C:33](=[O:34])[NH:36][CH2:37][CH2:38][OH:39])[N:13]([CH2:15][C:16]([NH:17][c:18]3[c:19]([F:31])[cH:20][c:21](-[n:24]4[c:25](=[O:30])[cH:26][cH:27][cH:28][cH:29]4)[cH:22][cH:23]3)=[O:32])[CH2:14]2)[s:6]1.